This data is from the Open Reaction Database (ORD), a public repository of structured organic reaction records. The task is: describe an organic reaction: reactants, conditions, products, and yield The reactants are stannous chloride, [N+](=O)([O-])C1=C(C=CC=C1)CCN1CCC(CC1)NC(C1=CC=CC=C1)=O (1-[2-(o-nitrophenyl)ethyl]-4-benzamidopiperidine), O (water). Solvent: Cl (hydrochloric acid), C(C)O (ethanol). Run at time 4 hour. Yields the product NC1=C(C=CC=C1)CCN1CCC(CC1)NC(C1=CC=CC=C1)=O (1-[2-(o-Aminophenyl)ethyl]-4-benzamidopiperidine). Yield: 42.4%. As a reaction SMILES: [N+:1]([C:4]1[CH:9]=[CH:8][CH:7]=[CH:6][C:5]=1[CH2:10][CH2:11][N:12]1[CH2:17][CH2:16][CH:15]([NH:18][C:19](=[O:26])[C:20]2[CH:25]=[CH:24][CH:23]=[CH:22][CH:21]=2)[CH2:14][CH2:13]1)([O-])=O.O>C(O)C.Cl>[NH2:1][C:4]1[CH:9]=[CH:8][CH:7]=[CH:6][C:5]=1[CH2:10][CH2:11][N:12]1[CH2:13][CH2:14][CH:15]([NH:18][C:19](=[O:26])[C:20]2[CH:21]=[CH:22][CH:23]=[CH:24][CH:25]=2)[CH2:16][CH2:17]1. Procedure details: A solution of 1-[2-(o-nitrophenyl)ethyl]-4-benzamidopiperidine (4.25 g.) in absolute ethanol (150 ml.) was added over 50 minutes to stirred stannous chloride (10.82 g.) in concentrated hydrochloric acid (12 ml.).and water (7.5 ml.) at 60°-70° C. After addition, the mixture was stirred at this temperature for 4 hours before cooling and evaporating the ethanol. Continuous extraction into chloroform of the neutralised (with 2 N sodium hydroxide solution) aqueous fraction gave the title compound (1....